Dataset: the Open Reaction Database (ORD), a public repository of structured organic reaction records. Task: describe an organic reaction: reactants, conditions, products, and yield Reactants: CCCCN=C=O, NCCOc1ccc2c(ccn2Cc2ccc(Cl)cc2)c1, c1ccncc1. The product is CCCCNC(=O)NCCOc1ccc2c(ccn2Cc2ccc(Cl)cc2)c1. Reaction SMILES: [CH2:22]([CH2:23][CH2:24][CH3:25])[N:26]=[C:27]=[O:28].[Cl:1][c:2]1[cH:3][cH:4][c:5]([CH2:6][n:7]2[cH:8][cH:9][c:10]3[cH:11][c:12]([O:16][CH2:17][CH2:18][NH2:19])[cH:13][cH:14][c:15]23)[cH:20][cH:21]1.[cH:29]1[cH:30][cH:31][n:32][cH:33][cH:34]1>>[Cl:1][c:2]1[cH:3][cH:4][c:5]([CH2:6][n:7]2[cH:8][cH:9][c:10]3[cH:11][c:12]([O:16][CH2:17][CH2:18][NH:19][C:27]([NH:26][CH2:22][CH2:23][CH2:24][CH3:25])=[O:28])[cH:13][cH:14][c:15]23)[cH:20][cH:21]1.